Dataset: the Open Reaction Database (ORD), a public repository of structured organic reaction records. Task: describe an organic reaction: reactants, conditions, products, and yield Starting materials: CC(C)C1=NC(c2ccccc2)COC1=O, ClCCl. Yields the product CC(C)C1NC(c2ccccc2)COC1=O. As a reaction SMILES: [CH:1]([CH3:2])([CH3:3])[C:4]1=[N:9][CH:8]([c:10]2[cH:11][cH:12][cH:13][cH:14][cH:15]2)[CH2:7][O:6][C:5]1=[O:16].[Cl:17][CH2:18][Cl:19]>>[CH:1]([CH3:2])([CH3:3])[CH:4]1[C:5](=[O:16])[O:6][CH2:7][CH:8]([c:10]2[cH:11][cH:12][cH:13][cH:14][cH:15]2)[NH:9]1. Reactants: CC(=O)O[BH-](OC(C)=O)OC(C)=O, CC(=O)O, CC(C)Oc1ccc(-c2nc(-c3cccc4c(CCC=O)c[nH]c34)no2)cc1Cl, ClCCl, CCOC(=O)CN, [Na+]. Yields the product CCOC(=O)CNCCCc1c[nH]c2c(-c3noc(-c4ccc(OC(C)C)c(Cl)c4)n3)cccc12. As a reaction SMILES: [C:41]([O:42][BH-:43]([O:44][C:45](=[O:46])[CH3:47])[O:48][C:49](=[O:50])[CH3:51])(=[O:52])[CH3:53].[CH3:37][C:38](=[O:39])[OH:40].[Cl:1][c:2]1[cH:3][c:4](-[c:12]2[n:13][c:14](-[c:17]3[cH:18][cH:19][cH:20][c:21]4[c:22]([CH2:26][CH2:27][CH:28]=[O:29])[cH:23][nH:24][c:25]34)[n:15][o:16]2)[cH:5][cH:6][c:7]1[O:8][CH:9]([CH3:10])[CH3:11].[Cl:55][CH2:56][Cl:57].[NH2:30][CH2:31][C:32](=[O:33])[O:34][CH2:35][CH3:36].[Na+:54]>>[Cl:1][c:2]1[cH:3][c:4](-[c:12]2[n:13][c:14](-[c:17]3[cH:18][cH:19][cH:20][c:21]4[c:22]([CH2:26][CH2:27][CH2:28][NH:30][CH2:31][C:32](=[O:33])[O:34][CH2:35][CH3:36])[cH:23][nH:24][c:25]34)[n:15][o:16]2)[cH:5][cH:6][c:7]1[O:8][CH:9]([CH3:10])[CH3:11]. Starting materials: S(C1=CC=CC(=C1)CC)C. The reagents and catalysts are O1B(OC(C)(C)C1(C)C)B2OC(C)(C)C(O2)(C)C, FC(F)(F)C1OB(OC1)C=2C=CC=CC2C=3C=NC(=CC3)C4=NC=CC=C4, C[OH2+].C[OH2+].C1CC=CCCC=C1.C1CC=CCCC=C1.[Ir].[Ir]. Run in C=1C=C(C=CC1C)C. Conditions: temperature 55 celsius, time 24 hour. Yields the product O1B(OC(C)(C)C1(C)C)C2=CC=C(C=C2SC)CC. Yield: 88.0%. Procedure details: Ligand 3f: A mixture of ortho- and meta-borylated products (122 mg, 88% yield, ortho/meta + para = >30); ortho-borylated product 4k was obtained by further purification by GPC (111 mg, 80% yield), colorless oil; The reactants are O=C([O-])[O-], Cc1ccc(CC2(O)CCN(CCOc3ccc(OCc4ccccc4)cc3)CC2)cc1, BrCCOc1ccc(OCc2ccccc2)cc1, Cc1ccc(CC2(O)CCNCC2)cc1, CC#N, CO, Cl, Cl, Cl, [K+], [K+]. The product is Cl, Cc1ccc(CC2(O)CCN(CCOc3ccc(O)cc3)CC2)cc1. As a reaction SMILES: [C:68](=[O:69])([O-:70])[O-:71].[CH2:2]([c:3]1[cH:4][cH:5][cH:6][cH:7][cH:8]1)[O:9][c:10]1[cH:11][cH:12][c:13]([O:14][CH2:15][CH2:16][N:17]2[CH2:18][CH2:19][C:20]([CH2:23][c:24]3[cH:25][cH:26][c:27]([CH3:30])[cH:28][cH:29]3)([OH:31])[CH2:21][CH2:22]2)[cH:32][cH:33]1.[CH2:34]([O:35][c:36]1[cH:37][cH:38][c:39]([O:40][CH2:41][CH2:42][Br:43])[cH:44][cH:45]1)[c:46]1[cH:47][cH:48][cH:49][cH:50][cH:51]1.[CH3:53][c:54]1[cH:55][cH:56][c:57]([CH2:58][C:59]2([OH:60])[CH2:61][CH2:62][NH:63][CH2:64][CH2:65]2)[cH:66][cH:67]1.[CH3:75][C:76]#[N:77].[CH3:78][OH:79].[ClH:1].[ClH:52].[ClH:74].[K+:72].[K+:73]>>[ClH:1].[OH:9][c:10]1[cH:11][cH:12][c:13]([O:14][CH2:15][CH2:16][N:17]2[CH2:18][CH2:19][C:20]([CH2:23][c:24]3[cH:25][cH:26][c:27]([CH3:30])[cH:28][cH:29]3)([OH:31])[CH2:21][CH2:22]2)[cH:32][cH:33]1. Product: COC(=O)CSc1snnc1-c1cccc2ccccc12. Starting materials: COC(=O)CS, Cl, [Na+], CN(C)C=O, [OH-], c1ccc2c(-c3nnsc3-n3nnc4ccccc43)cccc2c1. RXN SMILES: [CH3:27][O:28][C:29]([CH2:30][SH:31])=[O:32].[ClH:33].[Na+:2].[O:34]=[CH:35][N:36]([CH3:37])[CH3:38].[OH-:1].[n:3]1(-[c:12]2[c:13](-[c:17]3[cH:18][cH:19][cH:20][c:21]4[cH:22][cH:23][cH:24][cH:25][c:26]34)[n:14][n:15][s:16]2)[c:4]2[cH:5][cH:6][cH:7][cH:8][c:9]2[n:10][n:11]1>>[c:12]1([S:31][CH2:30][C:29]([O:28][CH3:27])=[O:32])[c:13](-[c:17]2[cH:18][cH:19][cH:20][c:21]3[cH:22][cH:23][cH:24][cH:25][c:26]23)[n:14][n:15][s:16]1. Reactants: CO, Cl, COC(=O)c1ccc(-c2ccc(-c3cccc(N)c3)c(C#N)c2)s1, [Na+], [OH-]. Yields the product N#Cc1cc(-c2ccc(C(=O)O)s2)ccc1-c1cccc(N)c1. Reaction SMILES: [CH3:28][OH:29].[ClH:27].[NH2:3][c:4]1[cH:5][c:6](-[c:10]2[c:11]([C:25]#[N:26])[cH:12][c:13](-[c:16]3[cH:17][cH:18][c:19]([C:21](=[O:22])[O:23][CH3:24])[s:20]3)[cH:14][cH:15]2)[cH:7][cH:8][cH:9]1.[Na+:2].[OH-:1]>>[NH2:3][c:4]1[cH:5][c:6](-[c:10]2[c:11]([C:25]#[N:26])[cH:12][c:13](-[c:16]3[cH:17][cH:18][c:19]([C:21](=[O:22])[OH:23])[s:20]3)[cH:14][cH:15]2)[cH:7][cH:8][cH:9]1.